From a dataset of the Open Reaction Database (ORD), a public repository of structured organic reaction records. describe an organic reaction: reactants, conditions, products, and yield Starting materials: bulk solution, Cl.C(CCC)NC[C@H](O)[C@@H](O)[C@H](O)[C@H](O)CO (N-n-butyl glucamine hydrochloride), [OH-].[Na+] (sodium hydroxide). Solvent: O (water). Reaction conditions: temperature 15 celsius, time 23 hour. Product: Cl.C(CCC)NC[C@H]1[C@H]([C@@H]([C@](CO)(O)O1)O)O (6-n-butylamino-6-deoxy-α-L-sorbofuranose hydrochloride). Yield: 80.0%. Reaction SMILES: [ClH:1].[CH2:2]([NH:6][CH2:7][C@@H:8]([C@H:10]([C@@H:12]([C@@H:14]([CH2:16][OH:17])[OH:15])[OH:13])[OH:11])[OH:9])[CH2:3][CH2:4][CH3:5].[OH-].[Na+]>O>[ClH:1].[CH2:2]([NH:6][CH2:7][C@@H:8]1[O:9][C@:14]([OH:15])([CH2:16][OH:17])[C@@H:12]([OH:13])[C@@H:10]1[OH:11])[CH2:3][CH2:4][CH3:5] |f:0.1,2.3,5.6|. Procedure: A reaction solution is prepared by adding 109 ml of a bulk solution of N-n-butylglucamine hydrochloride (prepared in Example 1) with a concentration of 500 gm/L by HPLC to 460 ml of water in a 1-L bioreactor. The solution is adjusted to pH 5 by adding dilute sodium hydroxide and cooled to about 15° C. A total of 30 gm (wet weight) of washed G. oxydans cell paste is added and the reaction mixture is agitated (500 rpm) and aerated (0.5 vvm) while controlling the temperature at 15° C. and pH at 5. ...